From a dataset of the Open Reaction Database (ORD), a public repository of structured organic reaction records. describe an organic reaction: reactants, conditions, products, and yield Reaction SMILES: [Br:1][C:2]1[CH:7]=[CH:6][CH:5]=[CH:4][C:3]=1[N:8]1[CH2:17][C:16]2[C:11](=[N:12][C:13]([NH:18][C:19]3[CH:30]=[CH:29][C:22]4[N:23]([CH3:28])[C:24](=[O:27])[CH2:25]S[C:21]=4[CH:20]=3)=[N:14][CH:15]=2)[N:10]([CH3:31])[C:9]1=[O:32].OO[S:35]([O-:37])=O.[K+].[CH3:39]O>>[Br:1][C:2]1[CH:7]=[CH:6][CH:5]=[CH:4][C:3]=1[N:8]1[CH2:17][C:16]2[C:11](=[N:12][C:13]([NH:18][C:19]3[CH:30]=[CH:29][C:22]4[N:23]([CH3:28])[C:24]([O:25][CH3:39])=[CH:27][S:35](=[O:37])[C:21]=4[CH:20]=3)=[N:14][CH:15]=2)[N:10]([CH3:31])[C:9]1=[O:32] |f:1.2|. The reactants are BrC1=C(C=CC=C1)N1C(N(C2=NC(=NC=C2C1)NC1=CC2=C(N(C(CS2)=O)C)C=C1)C)=O (3-(2-bromo-phenyl)-1-methyl-7-(4-methyl-3-oxo-3,4-dihydro-2H-benzo[1,4]thiazin-7-ylamino)-3,4-dihydro-1H-pyrimido[4,5-d]pyrimidin-2-one), OOS(=O)[O-].[K+] (oxone), CO (MeOH). Reported procedure: 100 mg of the compound from example 9 and 108 mg oxone were stirred in 2 ml MeOH at room temperature for 17 hrs. The mixture was filtered and the residue washed with THF. The combined filtrates were concentrated and purified by preparative HPLC-MS to yield 10 mg of the title compound. The product is BrC1=C(C=CC=C1)N1C(N(C2=NC(=NC=C2C1)NC1=CC2=C(N(C(=CS2=O)OC)C)C=C1)C)=O (3-(2-Bromo-phenyl)-7-(3-methoxy-4-methyl-1-oxo-1,4-dihydro-1lambda*4*-benzo[1,4]thiazin-7-ylamino)-1-methyl-3,4-dihydro-1H-pyrimido[4,5-d]pyrimidin-2-one).